Dataset: the Open Reaction Database (ORD), a public repository of structured organic reaction records. Task: describe an organic reaction: reactants, conditions, products, and yield Reactants: CC(C)(C)OC(=O)CP(=O)(Oc1ccccc1)Oc1ccccc1, C1CCOC1, C[Si](C)(C)[N-][Si](C)(C)C, [K+], C1COCCOCCOCCOCCOCCO1, O=Cc1cc2ccccc2s1. Product: CC(C)(C)OC(=O)C=Cc1cc2ccccc2s1. As a reaction SMILES: [C:29]([CH3:30])([CH3:31])([CH3:32])[O:33][C:34]([CH2:35][P:36]([O:37][c:38]1[cH:39][cH:40][cH:41][cH:42][cH:43]1)([O:44][c:45]1[cH:46][cH:47][cH:48][cH:49][cH:50]1)=[O:51])=[O:52].[CH2:64]1[O:65][CH2:66][CH2:67][CH2:68]1.[CH3:1][Si:2]([N-:3][Si:4]([CH3:5])([CH3:6])[CH3:7])([CH3:8])[CH3:9].[K+:10].[O:11]1[CH2:12][CH2:13][O:14][CH2:15][CH2:16][O:17][CH2:18][CH2:19][O:20][CH2:21][CH2:22][O:23][CH2:24][CH2:25][O:26][CH2:27][CH2:28]1.[s:53]1[c:54]2[c:55]([cH:56][c:57]1[CH:58]=[O:59])[cH:60][cH:61][cH:62][cH:63]2>>[C:29]([CH3:30])([CH3:31])([CH3:32])[O:33][C:34]([CH:35]=[CH:58][c:57]1[s:53][c:54]2[c:55]([cH:56]1)[cH:60][cH:61][cH:62][cH:63]2)=[O:52]. Procedure: To a solution of ethyl 7-amino-1H-indole-2-carboxylate (3 g) in pyridine (30 mL) was added 1-methyl-1H-imidazole-2-sulfonyl chloride (3.6 g) under ice-cooling, and the mixture was stirred for 1 hr. The reaction mixture was concentrated, and the residue was dissolved in ethyl acetate. The solution was washed with water. The ethyl acetate layer was washed with 1N hydrochloric acid, saturated brine and saturated aqueous sodium hydrogencarbonate solution, dried (MgSO4), and concentrated. The obtaine... Starting materials: NC=1C=CC=C2C=C(NC12)C(=O)OCC (ethyl 7-amino-1H-indole-2-carboxylate), CN1C(=NC=C1)S(=O)(=O)Cl (1-methyl-1H-imidazole-2-sulfonyl chloride), N1=CC=CC=C1 (pyridine). RXN SMILES: [NH2:1][C:2]1[CH:3]=[CH:4][CH:5]=[C:6]2[C:10]=1[NH:9][C:8]([C:11]([O:13][CH2:14][CH3:15])=[O:12])=[CH:7]2.[CH3:16][N:17]1[CH:21]=[CH:20][N:19]=[C:18]1[S:22](Cl)(=[O:24])=[O:23].N1C=CC=C[CH:27]=1>>[CH3:27][N:1]([S:22]([C:18]1[N:17]([CH3:16])[CH:21]=[CH:20][N:19]=1)(=[O:24])=[O:23])[C:2]1[CH:3]=[CH:4][CH:5]=[C:6]2[C:10]=1[NH:9][C:8]([C:11]([O:13][CH2:14][CH3:15])=[O:12])=[CH:7]2. The yield is 59.0%. The product is CN(C=1C=CC=C2C=C(NC12)C(=O)OCC)S(=O)(=O)C=1N(C=CN1)C (ethyl 7-{methyl[(1-methyl-1H-imidazol-2-yl)sulfonyl]amino}-1H-indole-2-carboxylate). Reaction conditions: time 1 hour.